Dataset: the Open Reaction Database (ORD), a public repository of structured organic reaction records. Task: describe an organic reaction: reactants, conditions, products, and yield Reactants: C(C=C)OC1=C(C=C(C=C1[N+](=O)[O-])[C@@H]1SC[C@H](S1)C1=CC(=C(C(=C1)OC)OC)OC)OC (Trans-2-(4-allyloxy-3-methoxy-5-nitrophenyl)-4-(3,4,5-trimethoxyphenyl)-1,3-dithiolane), [Cl-].[Ca+2].[Cl-] (calcium chloride). Reagents/catalysts: [Zn] (zinc). Solvent: O (H2O), C(C)O (ethanol). The product is C(C=C)OC1=C(C=C(C=C1N)[C@@H]1SC[C@H](S1)C1=CC(=C(C(=C1)OC)OC)OC)OC (Trans-2-(4-allyloxy-5-amino-3-methoxyphenyl)-4-(3,4,5-trimeth-oxyphenyl)-1,3-dithiolane). Reaction SMILES: [CH2:1]([O:4][C:5]1[C:10]([N+:11]([O-])=O)=[CH:9][C:8]([C@H:14]2[S:18][C@H:17]([C:19]3[CH:24]=[C:23]([O:25][CH3:26])[C:22]([O:27][CH3:28])=[C:21]([O:29][CH3:30])[CH:20]=3)[CH2:16][S:15]2)=[CH:7][C:6]=1[O:31][CH3:32])[CH:2]=[CH2:3].[Cl-].[Ca+2].[Cl-]>C(O)C.O.[Zn]>[CH2:1]([O:4][C:5]1[C:10]([NH2:11])=[CH:9][C:8]([C@H:14]2[S:18][C@H:17]([C:19]3[CH:20]=[C:21]([O:29][CH3:30])[C:22]([O:27][CH3:28])=[C:23]([O:25][CH3:26])[CH:24]=3)[CH2:16][S:15]2)=[CH:7][C:6]=1[O:31][CH3:32])[CH:2]=[CH2:3] |f:1.2.3|. Procedure details: Trans-2-(4-allyloxy-3-methoxy-5-nitrophenyl)-4-(3,4,5-trimethoxy-phenyl)-1,3-dithiolane (24) 2.60 g, 5.43 mmole) was predissolved in 33 ml absolute ethanol. To this solution was added calcium chloride (0.602 g, 5.43 mmole) predissolved in 7 ml H2O followed by freshly activated zinc dust (7.09 g, 108 mmole). The reaction was refluxed for 12 hours. The solid was removed by vacuum filtration through celite and was washed with ethyl acetate. The filtrate was washed with 10% NaHCO3, dried over MgSO4,... Starting materials: ClC1=CC=C(C(C2=CC=CC=C2)N)C=C1 (4-chlorobenzhydrylamine), COC=1CCCCN1 (O-methylvalerolactim), COC=1CCCCCN1 (O-methylcaprolactim), FC1=CC=C(C(C2=CC=CC=C2)N)C=C1 (4-fluorobenzhydrylamine). The product is Cl.FC1=CC=C(C(C2=CC=CC=C2)N=C2NCCCC2)C=C1 (2-[(p-Fluoro-α-phenylbenzyl)imino]piperidine hydrochloride). RXN SMILES: [Cl:1][C:2]1[CH:15]=[CH:14][C:5]([CH:6]([NH2:13])C2C=CC=CC=2)=CC=1.COC1CCCCCN=1.[F:25][C:26]1[CH:39]=[CH:38][C:29]([CH:30]([NH2:37])[C:31]2[CH:36]=[CH:35][CH:34]=[CH:33][CH:32]=2)=[CH:28][CH:27]=1.COC1CCCCN=1>>[ClH:1].[F:25][C:26]1[CH:27]=[CH:28][C:29]([CH:30]([N:37]=[C:6]2[CH2:5][CH2:14][CH2:15][CH2:2][NH:13]2)[C:31]2[CH:36]=[CH:35][CH:34]=[CH:33][CH:32]=2)=[CH:38][CH:39]=1 |f:4.5|. Reported procedure: By the procedure of Example 1, only substituting respectively for 4-chlorobenzhydrylamine and O-methylcaprolactim, appropriate amounts of 4-fluorobenzhydrylamine and O-methylvalerolactim the title compound was obtained, m.p. 211°-213°C. Starting materials: C(C)(=O)O (acetic acid), CC1=NNC(=C1)C (3,5-dimethylpyrazole), C1(CCCCC1)N=C=NC1CCCCC1 (dicyclohexylcarbodiimide), C(C1=CC=CC=C1)OC(=O)N1C(C(=O)O)CCC1 (N-benzyloxycarbonyl-D,L-proline). Solvent: ClCCl (dichloromethane). Reaction conditions: time 30 minute. The product is C(C1=CC=CC=C1)OC(=O)N1C(C(=O)O)CCC1.CC1=N[N-]C(=C1)C (N-benzyloxycarbonyl-D,L-proline 3,5-dimethylpyrazolide). Isolated yield 87.2%. Reaction SMILES: [CH2:1]([O:8][C:9]([N:11]1[CH2:18][CH2:17][CH2:16][CH:12]1[C:13]([OH:15])=[O:14])=[O:10])[C:2]1[CH:7]=[CH:6][CH:5]=[CH:4][CH:3]=1.[CH3:19][C:20]1[CH:24]=[C:23]([CH3:25])[NH:22][N:21]=1.C1(N=C=NC2CCCCC2)CCCCC1.C(O)(=O)C>ClCCl>[CH2:1]([O:8][C:9]([N:11]1[CH2:18][CH2:17][CH2:16][CH:12]1[C:13]([OH:15])=[O:14])=[O:10])[C:2]1[CH:3]=[CH:4][CH:5]=[CH:6][CH:7]=1.[CH3:19][C:20]1[CH:24]=[C:23]([CH3:25])[N-:22][N:21]=1 |f:5.6|. Procedure details: After 4.98 g of N-benzyloxycarbonyl-D,L-proline was dissolved in 100 ml of dichloromethane, 2.12 g of 3,5-dimethylpyrazole and 4.5 g of dicyclohexylcarbodiimide were added to the solution. The temperature was reverted to room temperature 30 minutes after the addition and stirring was continued for 20 hours. At the end of the reaction, 0.3 ml of acetic acid was added to the reaction mixture. Insoluble matters were filtered off and the solvent was removed by distillation. The residue was dissolved... Starting materials: COC(=O)CCCCCCCBr, COC(=O)C=Cc1c(O)cccc1C#CCCCCO. Product: COC(=O)C=Cc1c(C#CCCCCO)cccc1OCCCCCCCC(=O)OC. As a reaction SMILES: [Br:21][CH2:22][CH2:23][CH2:24][CH2:25][CH2:26][CH2:27][CH2:28][C:29](=[O:30])[O:31][CH3:32].[CH3:1][O:2][C:3]([CH:4]=[CH:5][c:6]1[c:7]([OH:19])[cH:8][cH:9][cH:10][c:11]1[C:12]#[C:13][CH2:14][CH2:15][CH2:16][CH2:17][OH:18])=[O:20]>>[CH3:1][O:2][C:3]([CH:4]=[CH:5][c:6]1[c:7]([O:19][CH2:22][CH2:23][CH2:24][CH2:25][CH2:26][CH2:27][CH2:28][C:29](=[O:30])[O:31][CH3:32])[cH:8][cH:9][cH:10][c:11]1[C:12]#[C:13][CH2:14][CH2:15][CH2:16][CH2:17][OH:18])=[O:20].